This data is from the Open Reaction Database (ORD), a public repository of structured organic reaction records. The task is: describe an organic reaction: reactants, conditions, products, and yield Starting materials: FC(CN1CCC(CC1)NC(OCC1=CC=CC=C1)=O)CCC (benzyl N-[1-(2-fluoropentyl)piperidin-4-yl]carbamate). Reagents/catalysts: [Pd] (Pd/C), [Pd] (Pd/C). Solvent: CO (methanol). Run at time 2 hour. Yields the product FC(CN1CCC(CC1)N)CCC (1-(2-fluoropentyl)piperidin-4-amine). Yield: 134.1%. Reaction SMILES: [F:1][CH:2]([CH2:21][CH2:22][CH3:23])[CH2:3][N:4]1[CH2:9][CH2:8][CH:7]([NH:10]C(=O)OCC2C=CC=CC=2)[CH2:6][CH2:5]1>[Pd].CO>[F:1][CH:2]([CH2:21][CH2:22][CH3:23])[CH2:3][N:4]1[CH2:9][CH2:8][CH:7]([NH2:10])[CH2:6][CH2:5]1. Procedure: A mixture of the chiral form (with a shorter retention time) of benzyl N-[1-(2-fluoropentyl)piperidin-4-yl]carbamate obtained in Example 1c (318 mg, 0.986 mmol), 10% Pd/C (100 mg) and methanol (7 ml) was stirred at room temperature for two hours under a hydrogen atmosphere. The atmosphere in the reaction vessel was replaced with nitrogen, 10% Pd/C was filtered off, and the solvent was distilled off to give the title compound (249 mg).